This data is from the Open Reaction Database (ORD), a public repository of structured organic reaction records. The task is: describe an organic reaction: reactants, conditions, products, and yield Reactants: OC1=CC=C(C=C1)C1=NC=CC=C1S(=O)(=O)N(C1=NC=C(N=C1OC)C)C(=O)OCC(C)C (2-(4-hydroxyphenyl)-N-(isobutoxycarbonyl)-N-(3-methoxy-5-methylpyrazin-2-yl)pyridine-3-sulphonamide), BrC(C(=O)OC)C (methyl 2-bromopropionate), C([O-])([O-])=O.[K+].[K+] (potassium carbonate). Solvent: CC(=O)C (acetone). Product: C(C(C)C)OC(=O)N(S(=O)(=O)C=1C(=NC=CC1)C1=CC=C(C=C1)OC(C)C(=O)OC)C1=NC=C(N=C1OC)C (N-(isobutoxycarbonyl)-2-(4-[1-(methoxycarbonyl)ethoxy]phenyl)-N-(3-methoxy-5-methylpyrazin-2-yl)pyridine-3-sulphonamide). The yield is 57.3%. Reaction SMILES: [OH:1][C:2]1[CH:7]=[CH:6][C:5]([C:8]2[C:13]([S:14]([N:17]([C:27]([O:29][CH2:30][CH:31]([CH3:33])[CH3:32])=[O:28])[C:18]3[C:23]([O:24][CH3:25])=[N:22][C:21]([CH3:26])=[CH:20][N:19]=3)(=[O:16])=[O:15])=[CH:12][CH:11]=[CH:10][N:9]=2)=[CH:4][CH:3]=1.Br[CH:35]([CH3:40])[C:36]([O:38][CH3:39])=[O:37].C(=O)([O-])[O-].[K+].[K+]>CC(C)=O>[CH2:30]([O:29][C:27]([N:17]([C:18]1[C:23]([O:24][CH3:25])=[N:22][C:21]([CH3:26])=[CH:20][N:19]=1)[S:14]([C:13]1[C:8]([C:5]2[CH:6]=[CH:7][C:2]([O:1][CH:35]([C:36]([O:38][CH3:39])=[O:37])[CH3:40])=[CH:3][CH:4]=2)=[N:9][CH:10]=[CH:11][CH:12]=1)(=[O:16])=[O:15])=[O:28])[CH:31]([CH3:33])[CH3:32] |f:2.3.4|. Reported procedure: A mixture of 2-(4-hydroxyphenyl)-N-(isobutoxycarbonyl)-N-(3-methoxy-5-methylpyrazin-2-yl)pyridine-3-sulphonamide (0.472 g), methyl 2-bromopropionate (217mg) and potassium carbonate (166 mg) in acetone (20 ml) was heated under reflux for 15 hours. Volatile material was removed by evaporation and water (25 ml) was added to the residue. The mixture was extracted with ethyl acetate (25 ml) and the extracts were washed with 2M sodium hydroxide solution (10 ml) and water (20 ml). The solution was drie... Starting materials: N[C@@H]1CC[C@H](CC1)CCN1CCC(CC1)C(=O)C1=CC=C(C=C1)F (trans-{1-[2-(4-amino-cyclohexyl)-ethyl]-piperidin-4-yl}-(4-fluoro-phenyl)-methanone), N[C@@H]1CC[C@H](CC1)CCN1CCC(CC1)C(=O)C1=CC=C(C=C1)F (trans-{1-[2-(4-amino-cyclohexyl)-ethyl]-piperidin-4-yl}-(4-fluoro-phenyl)-methanone), C(C)N(C(C)C)C(C)C (N-ethyldiisopropylamine), ClC(Cl)(OC(OC(Cl)(Cl)Cl)=O)Cl (Triphosgene), N1CCC2=CC=CC=C12 (Indoline). Solvent: ClCCl (dichloromethane). Run at time 30 minute. The product is FC1=CC=C(C(=O)C2CCN(CC2)CCC2CCC(CC2)NC(=O)N2CCC3=CC=CC=C23)C=C1 (2,3-Dihydro-indole-1-carboxylic acid (4-{2-[4-(4-fluoro-benzoyl)-piperidin-1-yl]-ethyl}-cyclohexyl)-amide), solid. Yield: 44.0%. Reaction SMILES: [NH2:1][C@H:2]1[CH2:7][CH2:6][C@H:5]([CH2:8][CH2:9][N:10]2[CH2:15][CH2:14][CH:13]([C:16]([C:18]3[CH:23]=[CH:22][C:21]([F:24])=[CH:20][CH:19]=3)=[O:17])[CH2:12][CH2:11]2)[CH2:4][CH2:3]1.C(N(C(C)C)C(C)C)C.ClC(Cl)(O[C:38](=[O:44])OC(Cl)(Cl)Cl)Cl.[NH:46]1[C:54]2[C:49](=[CH:50][CH:51]=[CH:52][CH:53]=2)[CH2:48][CH2:47]1>ClCCl>[F:24][C:21]1[CH:22]=[CH:23][C:18]([C:16]([CH:13]2[CH2:12][CH2:11][N:10]([CH2:9][CH2:8][CH:5]3[CH2:6][CH2:7][CH:2]([NH:1][C:38]([N:46]4[C:54]5[C:49](=[CH:50][CH:51]=[CH:52][CH:53]=5)[CH2:48][CH2:47]4)=[O:44])[CH2:3][CH2:4]3)[CH2:15][CH2:14]2)=[O:17])=[CH:19][CH:20]=1. Reported procedure: Trans {1-[2-(4-amino-cyclohexyl)-ethyl]-piperidin-4-yl}-(4-fluoro-phenyl)-methanone (example 1, intermediate F) (80 mg, 0.24 mmol) was dissolved in 1.5 ml dichloromethane and N-ethyldiisopropylamine (0.33 ml, 1.93 mmol) was added. Triphosgene (79 mg, 0.27 mmol) was added carefully and the solution stirred for 30 minutes at room temperature. Indoline (32 mg, 0.27 mmol) was added and stirred for 30 minutes at room temperature. The reaction mixture was extracted with sat. NaHCO3-solution and dichlo... Reactants: N(=C=S)CC(=O)OCC (Ethyl isothiocyanatoacetate), C(C)N=C=O (ethyl isocyanate), Cl (HCl), [O-][Mn](=O)(=O)=O.[K+] (KMnO4). Product: C(C)OC(=O)CN1C(N(SC1=O)CC)=O (4-(Ethoxycarbonylmethyl)-2-ethyl-1,2,4-thiadiazolidine-3,5-dione). RXN SMILES: [N:1]([CH2:4][C:5]([O:7][CH2:8][CH3:9])=[O:6])=[C:2]=[S:3].Cl.[O-:11][Mn](=O)(=O)=O.[K+].[CH2:17]([N:19]=[C:20]=[O:21])[CH3:18]>>[CH2:8]([O:7][C:5]([CH2:4][N:1]1[C:2](=[O:11])[S:3][N:19]([CH2:17][CH3:18])[C:20]1=[O:21])=[O:6])[CH3:9] |f:2.3|. Procedure details: Reagents: Ethyl isothiocyanatoacetate (0.8 ml, 6.5 mmol), 35% HCl (3.1 ml), KMnO4 (0.5 g), ethyl isocyanate (0.51 ml, 6.5 mmol). The reactants are IC=1C=C(C=O)C=CC1 (3-Iodobenzaldehyde), BrC1=CC=C(C=C1)S(=O)[O-].[Na+] (sodium 4-bromophenylsulfinate). Reagents/catalysts: [Cu]I (copper(I) iodide). Run in C(C)(=O)OCC (ethyl acetate), CS(=O)C (dimethylsulfoxide). Reaction conditions: temperature 110 celsius. Yields the product BrC1=CC=C(C=C1)S(=O)(=O)C=1C=C(C=O)C=CC1 (3-[(4-bromophenyl)sulfonyl]benzaldehyde). Yield: 35.8%. RXN SMILES: I[C:2]1[CH:3]=[C:4]([CH:7]=[CH:8][CH:9]=1)[CH:5]=[O:6].[Br:10][C:11]1[CH:16]=[CH:15][C:14]([S:17]([O-:19])=[O:18])=[CH:13][CH:12]=1.[Na+]>CS(C)=O.C(OCC)(=O)C.[Cu]I>[Br:10][C:11]1[CH:16]=[CH:15][C:14]([S:17]([C:2]2[CH:3]=[C:4]([CH:7]=[CH:8][CH:9]=2)[CH:5]=[O:6])(=[O:19])=[O:18])=[CH:13][CH:12]=1 |f:1.2|. Reported procedure: 3-Iodobenzaldehyde (1.0 g, 4.3 mmol), copper(I) iodide (2.45 g, 12.9 mmol) and sodium 4-bromophenylsulfinate (1.55 g, 5.59 mmol) were combined in dimethylsulfoxide (8.6 mL) and heated to 110° C. for 4 hours. The cooled reaction mixture was diluted with ethyl acetate and filtered through Hyflo®. The filtrate was washed with water (×2) and brine and dried over MgSO4. The solvent was removed in vacuo and the residue purified by flash column chromatography on silica, eluting with 25% ethyl acetate/i... Starting materials: ClC1=CC=C(C=C)C=C1 (4-chlorostyrene), N(=NC(C#N)(C)C)C(C#N)(C)C (azobisisobutyronitrile), C1=CC=CC=C1 (benzene), C=CC1=CC=CC=C1 (styrene), C1=CC=CC=C1 (benzene). The solvent is C(C)O (ethanol). Product: C=CC1=CC=CC=C1.ClC1=CC=C(C=C)C=C1 (Styrene 4-Chlorostyrene). As a reaction SMILES: [Cl:1][C:2]1[CH:9]=[CH:8][C:5]([CH:6]=[CH2:7])=[CH:4][CH:3]=1.C=CC1C=CC=CC=1.C1C=CC=CC=1.N(C(C)(C)C#N)=NC(C)(C)C#N>C(O)C>[CH2:7]=[CH:6][C:5]1[CH:8]=[CH:9][CH:2]=[CH:3][CH:4]=1.[Cl:1][C:2]1[CH:9]=[CH:8][C:5]([CH:6]=[CH2:7])=[CH:4][CH:3]=1 |f:5.6|. Reported procedure: A solution of 13.9 g. 4-chlorostyrene and 10.4 g. styrene in 120 ml. dry benzene containing 0.24 g. azobisisobutyronitrile (Vazo® 64, du Pont) was stirred under nitrogen at 58°-64° C. for 24 hours. The solution was solvent stripped to a colorless syrupy residue which was dissolved in 50 ml. benzene and the solution added slowly with stirring to 300 ml. absolute ethanol. The precipitated polymer was filtered, washed with ethanol, and dried. The yield was 15.2 g. Analysis of the polymer showed pre... Starting materials: CC(C)(C)OC(=O)N1C(CC2CCCCC2)C(C(N=[N+]=[N-])C2CC2)OC1(C)C, NC(CC1CCCCC1)C(O)C(O)CO. Yields the product [N-]=[N+]=NC(C1CC1)C(O)C(N)CC1CCCCC1. As a reaction SMILES: [CH:16]1([CH2:22][CH:23]2[N:24]([C:37]([O:38][C:39]([CH3:40])([CH3:41])[CH3:42])=[O:43])[C:25]([CH3:35])([CH3:36])[O:26][CH:27]2[CH:28]([N:29]=[N+:30]=[N-:31])[CH:32]2[CH2:33][CH2:34]2)[CH2:17][CH2:18][CH2:19][CH2:20][CH2:21]1.[NH2:1][CH:2]([CH2:3][CH:4]1[CH2:5][CH2:6][CH2:7][CH2:8][CH2:9]1)[CH:10]([OH:11])[CH:12]([OH:13])[CH2:14][OH:15]>>[CH:16]1([CH2:22][CH:23]([NH2:24])[CH:27]([OH:26])[CH:28]([N:29]=[N+:30]=[N-:31])[CH:32]2[CH2:33][CH2:34]2)[CH2:17][CH2:18][CH2:19][CH2:20][CH2:21]1.